From a dataset of the Open Reaction Database (ORD), a public repository of structured organic reaction records. describe an organic reaction: reactants, conditions, products, and yield The reactants are solution, CC(C)(C)[O-].[K+] (KOtBu), C1CCOC1 (THF), C(C=C)(=O)OC (methyl acrylate), COC=1C(=C2C=C(NC2=CC1)C(=O)OCC)C (ethyl 5-methoxy-4-methyl-1H-indole-2-carboxylate), Cl (HCl). The solvent is C1(=CC=CC=C1)C (toluene). Conditions: time 5 minute. The product is COC1=C(C=2C=C3N(C2C=C1)CCC3=O)C (7-Methoxy-8-methyl-2,3-dihydro-1H-pyrrolo[1,2-a]indol-1-one). RXN SMILES: [CH3:1][O:2][C:3]1[C:4]([CH3:17])=[C:5]2[C:9](=[CH:10][CH:11]=1)[NH:8][C:7]([C:12]([O:14]CC)=O)=[CH:6]2.[CH3:18][C:19]([O-])(C)C.[K+].C1COCC1.C(OC)(=O)C=C.Cl>C1(C)C=CC=CC=1>[CH3:1][O:2][C:3]1[CH:11]=[CH:10][C:9]2[N:8]3[CH2:18][CH2:19][C:12](=[O:14])[C:7]3=[CH:6][C:5]=2[C:4]=1[CH3:17] |f:1.2|. Reported procedure: To a suspension of ethyl 5-methoxy-4-methyl-1H-indole-2-carboxylate (712 mg, 3.05 mmol) in toluene (10 mL) was added a 1 M solution of KOtBu in THF (3.97 mL, 3.97 mmol). The reaction mixture was stirred at room temperature for 5 min, methyl acrylate (825 μL, 9.15 mmol) was added. The reaction was stirred at reflux overnight and neutralized with 1 N HCl aqueous solution. The solid was collected and divided into three microwave vial. Each was added AcOH (8 mL) and H2O (1 mL), and heated at 180° C.... Starting materials: CNCC(C(C(C(CO)O)O)O)O (6-methylaminohexane-1,2,3,4,5-pentaol), FC1=CC=C(C=C1)N1C(C(C1C1=CC=C(C=C1)OCCOCCOCCI)CCC(O)C1=CC=C(C=C1)F)=O (1-(4-fluorophenyl)-3-[3-(4-fluorophenyl)-3-hydroxypropyl]-4-(4-{2-[2-(2-iodoethoxy)ethoxy]ethoxy}phenyl)azetidin-2-one), C37H48F2N2O10. The solvent is CN(C=O)C (dimethylformamide). Run at temperature 50 celsius, time 2 hour. The product is FC1=CC=C(C=C1)N1C(C(C1C1=CC=C(C=C1)OCCOCCOCCN(CC(C(C(C(CO)O)O)O)O)C)CCC(O)C1=CC=C(C=C1)F)=O (1-(4-Fluorophenyl)-3-[3-(4-fluorophenyl)-3-hydroxypropyl]-4-{4-[2-(2-{2-[methyl-(2,3,4,5,6-pentahydroxyhexyl)amino]ethoxy}ethoxy)ethoxy]phenyl}azetidin-2-one). As a reaction SMILES: [F:1][C:2]1[CH:7]=[CH:6][C:5]([N:8]2[CH:11]([C:12]3[CH:17]=[CH:16][C:15]([O:18][CH2:19][CH2:20][O:21][CH2:22][CH2:23][O:24][CH2:25][CH2:26]I)=[CH:14][CH:13]=3)[CH:10]([CH2:28][CH2:29][CH:30]([C:32]3[CH:37]=[CH:36][C:35]([F:38])=[CH:34][CH:33]=3)[OH:31])[C:9]2=[O:39])=[CH:4][CH:3]=1.[CH3:40][NH:41][CH2:42][CH:43]([OH:52])[CH:44]([OH:51])[CH:45]([OH:50])[CH:46]([OH:49])[CH2:47][OH:48]>CN(C)C=O>[F:1][C:2]1[CH:7]=[CH:6][C:5]([N:8]2[CH:11]([C:12]3[CH:17]=[CH:16][C:15]([O:18][CH2:19][CH2:20][O:21][CH2:22][CH2:23][O:24][CH2:25][CH2:26][N:41]([CH3:40])[CH2:42][CH:43]([OH:52])[CH:44]([OH:51])[CH:45]([OH:50])[CH:46]([OH:49])[CH2:47][OH:48])=[CH:14][CH:13]=3)[CH:10]([CH2:28][CH2:29][CH:30]([C:32]3[CH:37]=[CH:36][C:35]([F:38])=[CH:34][CH:33]=3)[OH:31])[C:9]2=[O:39])=[CH:4][CH:3]=1. Procedure: 230 mg of 1-(4-fluorophenyl)-3-[3-(4-fluorophenyl)-3-hydroxypropyl]-4-(4-{2-[2-(2-iodoethoxy)ethoxy]ethoxy}phenyl)azetidin-2-one are dissolved in 5 ml of absolute dimethylformamide. 280 mg of 6-methylaminohexane-1,2,3,4,5-pentaol are then added, and the reaction solution is stirred at 50° C. for 2 h. After concentration using a rotary evaporator and oil pump vacuum at 40° C., the residue is purified by preparative HPLC. The product is obtained as an oil. C37H48F2N2O10 (718) MS (ESI): M+ Starting materials: N1C=NC=C1 (imidazole), S(=O)(Cl)Cl (thionyl chloride), CC=1SC(=C(N1)C)C(=O)O (2,4-dimethyl-5-thiazolecarboxylic acid), S1C(=CC=C1)NCC#N (2-(2-thienyl)aminoacetonitrile), resultant mixture, resultant mixture. Run in O1CCCC1 (tetrahydrofuran), O1CCCC1 (tetrahydrofuran), O1CCCC1 (tetrahydrofuran). Reaction conditions: time 30 minute. Yields the product CC=1SC(=C(N1)C)C(=O)NC(C#N)C=1SC=CC1 (2-(2,4-dimethylthiazole-5-carboxamido)-2-(2-thienyl)acetonitrile). Yield: 64.9%. RXN SMILES: [NH:1]1[CH:5]=[CH:4][N:3]=C1.S(Cl)(Cl)=O.[CH3:10][C:11]1[S:12][C:13]([C:17]([OH:19])=O)=[C:14]([CH3:16])[N:15]=1.[S:20]1[CH:24]=[CH:23][CH:22]=[C:21]1NCC#N>O1CCCC1>[CH3:10][C:11]1[S:12][C:13]([C:17]([NH:3][CH:4]([C:21]2[S:20][CH:24]=[CH:23][CH:22]=2)[C:5]#[N:1])=[O:19])=[C:14]([CH3:16])[N:15]=1. Procedure details: To a solution of imidazole (2.27 g; 40 mmol) in dry tetrahydrofuran (60 ml) was added dropwise thionyl chloride (1.20 g; 10 mmol) under ice-cooling while stirring. After the resultant mixture was turned to room temperature, 2,4-dimethyl-5-thiazolecarboxylic acid (1.57 g; 10 mmol) was added thereto at once, and stirring was continued for 30 minutes. To the mixture was added dropwise a solution of 2-(2-thienyl)aminoacetonitrile (1.65 g; 12 mmol) in dry tetrahydrofuran under ice-cooling, and the re... Reactants: C(C1=CC=CC=C1)C1CCN(CC1)CC(=O)NC1=CC=C(C=C1)OC (2-(4-Benzyl-piperidin-1-yl)-N-(4-methoxy-phenyl)-acetamide), B(Br)(Br)Br (boron tribromide). Solvent: ClCCl (dichloromethane), ClCCl (dichloromethane). Conditions: time 10 hour. Yields the product C(C1=CC=CC=C1)C1CCN(CC1)CC(=O)NC1=CC=C(C=C1)O (2-(4-Benzyl-piperidin-1-yl)-N-(4-hydroxy-phenyl)-acetamide). Isolated yield 61.6%. Reaction SMILES: [CH2:1]([CH:8]1[CH2:13][CH2:12][N:11]([CH2:14][C:15]([NH:17][C:18]2[CH:23]=[CH:22][C:21]([O:24]C)=[CH:20][CH:19]=2)=[O:16])[CH2:10][CH2:9]1)[C:2]1[CH:7]=[CH:6][CH:5]=[CH:4][CH:3]=1.B(Br)(Br)Br>ClCCl>[CH2:1]([CH:8]1[CH2:9][CH2:10][N:11]([CH2:14][C:15]([NH:17][C:18]2[CH:19]=[CH:20][C:21]([OH:24])=[CH:22][CH:23]=2)=[O:16])[CH2:12][CH2:13]1)[C:2]1[CH:3]=[CH:4][CH:5]=[CH:6][CH:7]=1. Reported procedure: To a stirred solution of 0.68 g (2 mmol) of 2-(4-benzyl-piperidin-1-yl)-N-(4-methoxy-phenyl)-acetamide (Example 190) and in 30 ml of dichloromethane 0.95 ml (10 mmol) of boron tribromide in 9 ml of dichloromethane is added dropwise at −20° C., and the reaction mixture is stirred at room temperature for 10 hours. The reaction mixture is concentrated. Then 30 ml of 8% sodium hydrogenecarbonate solution and 20 ml of chloroform are added to the mixture. The organic layer is separated and the water p... Starting materials: ClC1=NC=CC=C1[N+](=O)[O-] (2-chloro-3-nitro-pyridine), N1CCC(CC1)CCN1CCCCC1 (1-(2-piperdin-4-yl-ethyl)-piperidine). The reagents and catalysts are [Pd] (palladium on carbon). The solvent is C(C)#N (acetonitrile). Run at temperature 80 celsius, time 8 hour. Product: N1(CCCCC1)CCC1CCN(CC1)C1=NC=CC=C1N (4-(2-piperidin-1-yl-ethyl)-3,4,5,6-tetrahydro-2H-[1,2′]bipyridinyl-3′-ylamine). Isolated yield 100.0%. RXN SMILES: Cl[C:2]1[C:7]([N+:8]([O-])=O)=[CH:6][CH:5]=[CH:4][N:3]=1.[NH:11]1[CH2:16][CH2:15][CH:14]([CH2:17][CH2:18][N:19]2[CH2:24][CH2:23][CH2:22][CH2:21][CH2:20]2)[CH2:13][CH2:12]1>C(#N)C.[Pd]>[N:19]1([CH2:18][CH2:17][CH:14]2[CH2:15][CH2:16][N:11]([C:2]3[C:7]([NH2:8])=[CH:6][CH:5]=[CH:4][N:3]=3)[CH2:12][CH2:13]2)[CH2:20][CH2:21][CH2:22][CH2:23][CH2:24]1. Procedure: To a solution of 0.317 g (2.00 mmol) of 2-chloro-3-nitro-pyridine in acetonitrile (10 mL) is added 0.393 g (2.00 mmol) of 1-(2-piperdin-4-yl-ethyl)-piperidine. The mixture is heated to 80° C. and stirred overnight. The mixture is cooled to room temperature and concentrated under reduced pressure. The crude residue is dissolved in ethanol (10 mL) and treated with 0.050 g (0.05 mmol) of 10% palladium on carbon. The mixture is placed under an atmosphere of hydrogen and stirred overnight at room tem...